describe an organic reaction: reactants, conditions, products, and yield From a dataset of the Open Reaction Database (ORD), a public repository of structured organic reaction records. Reactants: C1(CC1)N1C=C(C(C2=CC(=C(C(=C12)F)N1CC(OCC1)CN(C)C(=O)OCC)F)=O)C(=O)OCC (ethyl 1-cyclopropyl-6,8-difluoro-7-[2-(N-ethoxycarbonyl-N-methylaminomethyl)morpholino]-1,4-dihydro-4-oxoquinoline-3-carboxylate), Cl (hydrochloric acid). Solvent: C(C)O (ethanol). Yields the product C1(CC1)N1C=C(C(C2=CC(=C(C(=C12)F)N1CC(OCC1)CN(C)C(=O)OCC)F)=O)C(=O)O (1-cyclopropyl-6,8-difluoro-7-[2-(N-ethoxycarbonyl-N-methylaminomethyl)morpholino]-1,4-dihydro-4-oxoquinoline-3-carboxylic acid). The yield is 75.9%. Reaction SMILES: [CH:1]1([N:4]2[C:13]3[C:8](=[CH:9][C:10]([F:29])=[C:11]([N:15]4[CH2:20][CH2:19][O:18][CH:17]([CH2:21][N:22]([C:24]([O:26][CH2:27][CH3:28])=[O:25])[CH3:23])[CH2:16]4)[C:12]=3[F:14])[C:7](=[O:30])[C:6]([C:31]([O:33]CC)=[O:32])=[CH:5]2)[CH2:3][CH2:2]1.Cl>C(O)C>[CH:1]1([N:4]2[C:13]3[C:8](=[CH:9][C:10]([F:29])=[C:11]([N:15]4[CH2:20][CH2:19][O:18][CH:17]([CH2:21][N:22]([C:24]([O:26][CH2:27][CH3:28])=[O:25])[CH3:23])[CH2:16]4)[C:12]=3[F:14])[C:7](=[O:30])[C:6]([C:31]([OH:33])=[O:32])=[CH:5]2)[CH2:3][CH2:2]1. Procedure: A solution of 4.93 g of ethyl 1-cyclopropyl-6,8-difluoro-7-[2-(N-ethoxycarbonyl-N-methylaminomethyl)morpholino]-1,4-dihydro-4-oxoquinoline-3-carboxylate obtained by Example 49(1), 5 ml of 18% aqueous hydrochloric acid in 50 ml of ethanol is refluxed for 7 hours. The reaction mixture is concentrated under reduced pressure, to the obtained residue is added 50 ml of chloroform and the solution is washed with water. After drying over anhydrous magnesium sulfate, the chloroform is distilled off under...